From a dataset of the Open Reaction Database (ORD), a public repository of structured organic reaction records. describe an organic reaction: reactants, conditions, products, and yield Reaction conditions: time 20 minute. Starting materials: Cl.C(CCCCCC)NN (Heptylhydrazine hydrochloride), C(C(=O)C)(=O)OCC (ethyl pyruvate). RXN SMILES: Cl.[CH2:2]([NH:9][NH2:10])[CH2:3][CH2:4][CH2:5][CH2:6][CH2:7][CH3:8].[C:11]([O:16][CH2:17][CH3:18])(=[O:15])[C:12]([CH3:14])=O>C(O)C>[CH2:2]([NH:9][N:10]=[C:12]([CH3:14])[C:11]([O:16][CH2:17][CH3:18])=[O:15])[CH2:3][CH2:4][CH2:5][CH2:6][CH2:7][CH3:8] |f:0.1|. The product is C(CCCCCC)NN=C(C(=O)OCC)C (ethyl 2-(heptylhydrazono)-propionate). Solvent: C(C)O (ethanol). Procedure: 4.0 g. Heptylhydrazine hydrochloride are dissolved in 40 ml. ethanol and 2.3 g. ethyl pyruvate added thereto. The solution is left to stand for 20 minutes at ambient temperature, then mixed with 160 ml. water and the oil which separates out is extracted with diethyl ether. The ethereal solution is washed several times with a 2 N aqueous sodium carbonate solution and then with water, dried over anhydrous sodium sulphate and evaporated. The ethyl 2-(heptylhydrazono)-propionate obtained as residue ... Starting materials: C(C)N1CCN(CC1)CC(=O)OC (methyl 2-(4-ethylpiperazin-1-yl)acetate). The solvent is Cl (HCl). The product is C(C)N1CCN(CC1)CC(=O)O (2-(4-Ethylpiperazin-1-yl)acetic acid). Isolated yield 54.5%. RXN SMILES: [CH2:1]([N:3]1[CH2:8][CH2:7][N:6]([CH2:9][C:10]([O:12]C)=[O:11])[CH2:5][CH2:4]1)[CH3:2]>Cl>[CH2:1]([N:3]1[CH2:8][CH2:7][N:6]([CH2:9][C:10]([OH:12])=[O:11])[CH2:5][CH2:4]1)[CH3:2]. Procedure: The solution of methyl 2-(4-ethylpiperazin-1-yl)acetate (1.3 g, 6.50 mmol, 1.0 eq) in 8 N HCl was stirred at 95° C. for 16 h and concentrated on vacuum pump. The mixture was quenched with sodium bicarbonate solution and extracted with ethyl acetate (3×150 ml). The combined organic layer was washed with water, brine and dried over sodium sulphate. The solvent was distilled off to give the product in 54.5% yield (0.6 g). LC-MS (ESI): Calculated mass: 158.0; Observed mass: 159.1 [M+H]+ (rt: 0.102 m...